This data is from the Open Reaction Database (ORD), a public repository of structured organic reaction records. The task is: describe an organic reaction: reactants, conditions, products, and yield The reactants are CC(C)(C)OC(=O)N1CCC2(CC1)CC(=O)c1cc(-c3nnn(COC(=O)C(C)(C)C)n3)ccc1O2, CCOC(C)=O, Cl. RXN SMILES: [CH3:1][C:2]([C:3](=[O:4])[O:5][CH2:6][n:7]1[n:8][c:9](-[c:12]2[cH:13][c:14]3[c:19]([cH:20][cH:21]2)[O:18][C:17]2([CH2:16][C:15]3=[O:34])[CH2:22][CH2:23][N:24]([C:27]([O:28][C:29]([CH3:30])([CH3:31])[CH3:32])=[O:33])[CH2:25][CH2:26]2)[n:10][n:11]1)([CH3:35])[CH3:36].[CH3:38][CH2:39][O:40][C:41]([CH3:42])=[O:43].[ClH:37]>>[CH3:1][C:2]([C:3](=[O:4])[O:5][CH2:6][n:7]1[n:8][c:9](-[c:12]2[cH:13][c:14]3[c:19]([cH:20][cH:21]2)[O:18][C:17]2([CH2:16][C:15]3=[O:34])[CH2:22][CH2:23][NH:24][CH2:25][CH2:26]2)[n:10][n:11]1)([CH3:35])[CH3:36].[ClH:37]. Product: CC(C)(C)C(=O)OCn1nnc(-c2ccc3c(c2)C(=O)CC2(CCNCC2)O3)n1, Cl. Reactants: ClC1=CC=C(C=C1)C1=NC2=CC=CC=C2C(N1)=O (2-(4-chlorophenyl)quinazolin-4(3H)-one), S(=O)(Cl)Cl (thionyl chloride). Run in CN(C=O)C (dimethylformamide). Product: ClC1=NC(=NC2=CC=CC=C12)C1=CC=C(C=C1)Cl (4-chloro-2-(4-chlorophenyl)quinazoline). Reaction SMILES: [Cl:1][C:2]1[CH:7]=[CH:6][C:5]([C:8]2[NH:17][C:16](=O)[C:15]3[C:10](=[CH:11][CH:12]=[CH:13][CH:14]=3)[N:9]=2)=[CH:4][CH:3]=1.S(Cl)([Cl:21])=O>CN(C)C=O>[Cl:21][C:16]1[C:15]2[C:10](=[CH:11][CH:12]=[CH:13][CH:14]=2)[N:9]=[C:8]([C:5]2[CH:6]=[CH:7][C:2]([Cl:1])=[CH:3][CH:4]=2)[N:17]=1. Reported procedure: To a mixture of 15.8 g of 2-(4-chlorophenyl)quinazolin-4(3H)-one and 115 ml of thionyl chloride was added dropwise 4.5 g of dimethylformamide and the mixture was treated as described in Example I to obtain a yellow solid which was recrystallized from cyclohexane to give 13.6 g of light yellow 4-chloro-2-(4-chlorophenyl)quinazoline, m.p. 166°-167°; ir and nmr spectra were consistent with the assigned structure. Reactants: CNS(=O)(=O)C(C(C(C(F)(F)F)(F)F)(F)F)(F)F (N-methylnonafluorobutanesulfonamide), C(C=C)Br (allyl bromide), C[O-].[Na+] (sodium methoxide). Run in O (water), C1CCOC1 (THF), CO (methanol), C1CCOC1 (THF). Conditions: temperature 40 celsius, time 8 hour. Product: C(C=C)N(S(=O)(=O)C(C(C(C(F)(F)F)(F)F)(F)F)(F)F)C (N-Allyl-N-methylnonafluorobutanesulfonamide). Yield: 91.1%. As a reaction SMILES: [CH3:1][NH:2][S:3]([C:6]([F:18])([F:17])[C:7]([F:16])([F:15])[C:8]([F:14])([F:13])[C:9]([F:12])([F:11])[F:10])(=[O:5])=[O:4].C[O-].[Na+].[CH2:22](Br)[CH:23]=[CH2:24]>CO.C1COCC1.O>[CH2:22]([N:2]([CH3:1])[S:3]([C:6]([F:17])([F:18])[C:7]([F:15])([F:16])[C:8]([F:13])([F:14])[C:9]([F:10])([F:12])[F:11])(=[O:5])=[O:4])[CH:23]=[CH2:24] |f:1.2|. Procedure: A mixture of 313 g (1 mol) N-methylnonafluorobutanesulfonamide (3M Co., U.S. Pat. No. 6,664,354, Savu), 216 g (1 mol) 25% sodium methoxide in methanol (Aldrich), and 100 mL THF (EMD) was stirred at 50° C. for one hour and stripped. The residue was diluted with 600 mL THF and treated with 100 mL (1.15 mol) allyl bromide (Aldrich). The mixture was stirred at 40° C. for about 8 hr and then diluted with water. Extraction with methylene chloride and distillation yielded 321.7 g colorless liquid, by 7... The reactants are ClC=1C=NC=C(C1SC1=C(C=C(S1)C(=O)Cl)[N+](=O)[O-])Cl (5-[(3,5-dichloro-4-pyridyl)sulfanyl]-4-nitro-thiophene-2-carbonyl chloride), FC(OC=1C=C(CN)C=CC1)F (3-difluoromethoxy-benzylamine). The product is ClC=1C=NC=C(C1SC1=C(C=C(S1)C(=O)NCC1=CC(=CC=C1)OC(F)F)[N+](=O)[O-])Cl (5-((3,5-dichloropyridin-4-yl)thio)-N-(3-(difluoromethoxy)benzyl)-4-nitrothiophene-2-carboxamide), solid. The yield is 42.0%. Reaction SMILES: [Cl:1][C:2]1[CH:3]=[N:4][CH:5]=[C:6]([Cl:20])[C:7]=1[S:8][C:9]1[S:13][C:12]([C:14](Cl)=[O:15])=[CH:11][C:10]=1[N+:17]([O-:19])=[O:18].[F:21][CH:22]([F:32])[O:23][C:24]1[CH:25]=[C:26]([CH:29]=[CH:30][CH:31]=1)[CH2:27][NH2:28]>>[Cl:1][C:2]1[CH:3]=[N:4][CH:5]=[C:6]([Cl:20])[C:7]=1[S:8][C:9]1[S:13][C:12]([C:14]([NH:28][CH2:27][C:26]2[CH:29]=[CH:30][CH:31]=[C:24]([O:23][CH:22]([F:21])[F:32])[CH:25]=2)=[O:15])=[CH:11][C:10]=1[N+:17]([O-:19])=[O:18]. Procedure: Prepared according to the procedure described for example 50 from 5-[(3,5-dichloro-4-pyridyl)sulfanyl]-4-nitro-thiophene-2-carbonyl chloride (120 mg, 0.33 mmol) and 3-difluoromethoxy-benzylamine (46.6 mg, 0.39 mmol). The title compound was obtained as a solid (100 mg, 42% yield). 1H NMR (400 MHz, d6-DMSO) δ: 9.43 (1H, m), 8.98 (2H, s), 8.47 (1H, s), 7.39 (1H, m), 7.11 (1H, m), 7.06 (2H, m), 4.42 (2H, m), 3.32 (1H, m). MS m/z: 504.06, 506.07 [M+H]+.